Dataset: the Open Reaction Database (ORD), a public repository of structured organic reaction records. Task: describe an organic reaction: reactants, conditions, products, and yield Reactants: CC(C)Oc1ccc(-c2ncc(Br)s2)cc1Cl, CN(C)C=O, COC=Cc1cc(F)cc(B2OC(C)(C)C(C)(C)O2)c1OC, [K+], [K+], [K+], O, O=P([O-])([O-])[O-], c1ccc(P(c2ccccc2)(c2ccccc2)[Pd](P(c2ccccc2)(c2ccccc2)c2ccccc2)(P(c2ccccc2)(c2ccccc2)c2ccccc2)P(c2ccccc2)(c2ccccc2)c2ccccc2)cc1. The product is COC=Cc1cc(F)cc(-c2cnc(-c3ccc(OC(C)C)c(Cl)c3)s2)c1OC. RXN SMILES: [Br:1][c:2]1[cH:3][n:4][c:5](-[c:7]2[cH:8][c:9]([Cl:17])[c:10]([O:13][CH:14]([CH3:15])[CH3:16])[cH:11][cH:12]2)[s:6]1.[CH3:48][N:49]([CH3:50])[CH:51]=[O:52].[F:18][c:19]1[cH:20][c:21]([CH:36]=[CH:37][O:38][CH3:39])[c:22]([O:34][CH3:35])[c:23]([B:25]2[O:26][C:27]([CH3:28])([CH3:29])[C:30]([CH3:31])([CH3:32])[O:33]2)[cH:24]1.[K+:45].[K+:46].[K+:47].[OH2:53].[P:40]([O-:41])([O-:42])([O-:43])=[O:44].[cH:54]1[cH:55][cH:56][c:57]([P:58]([Pd:59]([P:60]([c:61]2[cH:62][cH:63][cH:64][cH:65][cH:66]2)([c:67]2[cH:68][cH:69][cH:70][cH:71][cH:72]2)[c:73]2[cH:74][cH:75][cH:76][cH:77][cH:78]2)([P:79]([c:80]2[cH:81][cH:82][cH:83][cH:84][cH:85]2)([c:86]2[cH:87][cH:88][cH:89][cH:90][cH:91]2)[c:92]2[cH:93][cH:94][cH:95][cH:96][cH:97]2)[P:98]([c:99]2[cH:100][cH:101][cH:102][cH:103][cH:104]2)([c:105]2[cH:106][cH:107][cH:108][cH:109][cH:110]2)[c:111]2[cH:112][cH:113][cH:114][cH:115][cH:116]2)([c:117]2[cH:118][cH:119][cH:120][cH:121][cH:122]2)[c:123]2[cH:124][cH:125][cH:126][cH:127][cH:128]2)[cH:129][cH:130]1>>[c:2]1(-[c:23]2[c:22]([O:34][CH3:35])[c:21]([CH:36]=[CH:37][O:38][CH3:39])[cH:20][c:19]([F:18])[cH:24]2)[cH:3][n:4][c:5](-[c:7]2[cH:8][c:9]([Cl:17])[c:10]([O:13][CH:14]([CH3:15])[CH3:16])[cH:11][cH:12]2)[s:6]1.